This data is from the Open Reaction Database (ORD), a public repository of structured organic reaction records. The task is: describe an organic reaction: reactants, conditions, products, and yield Run in C1CCOC1 (THF). The product is C1=CC=CC=2C3=CC=CC=C3C(C12)CCC1OCCO1 (2-(9-Fluorenyl)ethyl-1,3-dioxolane), oil. Run at temperature -78 celsius, time 0.5 hour. Reactants: BrCCC1OCCO1 (2-(2-bromoethyl)-1, 3-dioxolane), C1=CC=CC=2C3=CC=CC=C3CC12 (fluorene), C(CCC)[Li] (n-butyllithium), CCCCCC.C(C)(=O)OCC (hexane ethyl acetate). The yield is 76.0%. RXN SMILES: [CH:1]1[C:13]2[CH2:12][C:11]3[C:6](=[CH:7][CH:8]=[CH:9][CH:10]=3)[C:5]=2[CH:4]=[CH:3][CH:2]=1.C([Li])CCC.Br[CH2:20][CH2:21][CH:22]1[O:26][CH2:25][CH2:24][O:23]1.CCCCCC.C(OCC)(=O)C>C1COCC1>[CH:1]1[C:13]2[CH:12]([CH2:20][CH2:21][CH:22]3[O:26][CH2:25][CH2:24][O:23]3)[C:11]3[C:6](=[CH:7][CH:8]=[CH:9][CH:10]=3)[C:5]=2[CH:4]=[CH:3][CH:2]=1 |f:3.4|. Procedure details: 2-(9-Fluorenyl)ethyl-1,3-dioxolane was prepared from a solution of fluorene (30.0 g, 180.5 mmol) in 400 ml of dry THF cooled in a -78° C. bath under argon, to which was added 100 ml of n-butyllithium (2.0M in cyclohexane) over 15 minutes After stirring for 0.5 hours at 78° C. 2-(2-bromoethyl)-1, 3-dioxolane (22.3 ml, 190 mmol) was added dropwise, and the resulting solution stirred at room temperature for 16 hours. Concentration in vacuo yielded an orange residue which was partitioned between eth... Reactants: C(C1=CC=CC=C1)NS(=O)(=O)C1=CC=C(C=C1)OC (N-Benzyl-4-methoxy-benzenesulfonamide), [H-].[Na+] (sodium hydride), FC1=C(C#N)C=CC=C1C(F)(F)F (2-fluoro-3-(trifluoromethyl)benzonitrile), O (water). Solvent: CN(C)C=O (DMF), CN(C)C=O (DMF). Conditions: time 30 minute. The product is C(C1=CC=CC=C1)N(S(=O)(=O)C1=CC=C(C=C1)OC)C1=C(C=CC=C1C(F)(F)F)C#N (N-Benzyl-N-(2-cyano-6-trifluoromethyl-phenyl)-4-methoxy-benzenesulfonamide). Yield: 74.6%. RXN SMILES: [CH2:1]([NH:8][S:9]([C:12]1[CH:17]=[CH:16][C:15]([O:18][CH3:19])=[CH:14][CH:13]=1)(=[O:11])=[O:10])[C:2]1[CH:7]=[CH:6][CH:5]=[CH:4][CH:3]=1.[H-].[Na+].F[C:23]1[C:30]([C:31]([F:34])([F:33])[F:32])=[CH:29][CH:28]=[CH:27][C:24]=1[C:25]#[N:26].O>CN(C=O)C>[CH2:1]([N:8]([C:23]1[C:30]([C:31]([F:34])([F:33])[F:32])=[CH:29][CH:28]=[CH:27][C:24]=1[C:25]#[N:26])[S:9]([C:12]1[CH:13]=[CH:14][C:15]([O:18][CH3:19])=[CH:16][CH:17]=1)(=[O:11])=[O:10])[C:2]1[CH:7]=[CH:6][CH:5]=[CH:4][CH:3]=1 |f:1.2|. Reported procedure: To a solution of 3.05 g (11.0 mmol) of the product of Example 121 in 15 mL of DMF was added 0.484 g (12.1 mmol) of 60% sodium hydride. The resulting mixture was stirred for 30 min at room temperature and then 1.89 g (10.0 mmol) of 2-fluoro-3-(trifluoromethyl)benzonitrile in 2 mL of DMF was added. The reaction mixture was stirred at 90° C. for 18 hr, poured into water and extracted with ether. The combined organics were washed with water, brine, dried over MgSO4, filtered and concentrated in vacu... Starting materials: BrC1=CC=C(C=N1)N1C(N([C@H](C1)C(C)C)CC(=O)NC1=CC(=CC=C1)C(F)(F)F)=O (2-[(5S)-3-(6-bromopyridin-3-yl)-2-oxo-5-(propan-2-yl)imidazolidin-1-yl]-N-[3-(trifluoromethyl)phenyl]acetamide), C([O-])([O-])=O.[K+].[K+] (potassium carbonate), C(O)([O-])=O.[Na+] (sodium hydrogen carbonate). Reagents/catalysts: C=1C=CC(=CC1)[P](C=2C=CC=CC2)(C=3C=CC=CC3)[Pd]([P](C=4C=CC=CC4)(C=5C=CC=CC5)C=6C=CC=CC6)([P](C=7C=CC=CC7)(C=8C=CC=CC8)C=9C=CC=CC9)[P](C=1C=CC=CC1)(C=1C=CC=CC1)C=1C=CC=CC1 (Pd(PPh3)4). Solvent: CN(C)C=O.C(C)O (DMF ethanol). Conditions: temperature 80 celsius, time 1.5 hour. Product: O=C1N(C[C@@H](N1CC(NC1=CC(=CC=C1)C(F)(F)F)=O)C(C)C)C=1C=CC(=NC1)C(=O)OC (methyl 5-[(4S)-2-oxo-3-(2-oxo-2-{[3-(trifluoromethyl)phenyl]amino]ethyl)-4-(propan-2-yl)imidazolidin-1-yl}pyridine-2-carboxylate). Reaction SMILES: Br[C:2]1[N:7]=[CH:6][C:5]([N:8]2[CH2:12][C@H:11]([CH:13]([CH3:15])[CH3:14])[N:10]([CH2:16][C:17]([NH:19][C:20]3[CH:25]=[CH:24][CH:23]=[C:22]([C:26]([F:29])([F:28])[F:27])[CH:21]=3)=[O:18])[C:9]2=[O:30])=[CH:4][CH:3]=1.[C:31](=[O:34])([O-])[O-:32].[K+].[K+].[C:37](=O)([O-])O.[Na+]>CN(C=O)C.C(O)C.C1C=CC([P]([Pd]([P](C2C=CC=CC=2)(C2C=CC=CC=2)C2C=CC=CC=2)([P](C2C=CC=CC=2)(C2C=CC=CC=2)C2C=CC=CC=2)[P](C2C=CC=CC=2)(C2C=CC=CC=2)C2C=CC=CC=2)(C2C=CC=CC=2)C2C=CC=CC=2)=CC=1>[O:30]=[C:9]1[N:10]([CH2:16][C:17](=[O:18])[NH:19][C:20]2[CH:25]=[CH:24][CH:23]=[C:22]([C:26]([F:29])([F:28])[F:27])[CH:21]=2)[C@@H:11]([CH:13]([CH3:15])[CH3:14])[CH2:12][N:8]1[C:5]1[CH:4]=[CH:3][C:2]([C:31]([O:32][CH3:37])=[O:34])=[N:7][CH:6]=1 |f:1.2.3,4.5,6.7,^1:53,55,74,93|. Procedure details: A suspension of 2-[(5S)-3-(6-bromopyridin-3-yl)-2-oxo-5-(propan-2-yl)imidazolidin-1-yl]-N-[3-(trifluoromethyl)phenyl]acetamide (100 mg), potassium carbonate (43 mg), and Pd(PPh3)4 (24 mg) in DMF/ethanol (2:1, 2.1 mL) was stirred under atmosphere of carbon monoxide gas at 80° C. for 1.5 hr. Saturated aqueous sodium hydrogen carbonate solution was added thereto, the mixture was washed with ethyl acetate, and the organic layer was washed with water and brine. After concentration under reduced press... The reactants are [H-].[Na+] (NaH), C(OC)COC (glyme), alkoxide, crude product, C(C)(C)(C)OCCOCCO (2-(2-t-butoxyethoxy)ethanol), C(C)OCCOCCOC(=C(F)F)F (1-[2-(2-ethoxyethoxy)ethoxy]-1,2,2-trifluoroethene). The reagents and catalysts are C1COCCOCCOCCOCCOCCO1 (18-crown-6). Solvent: CCCCC (pentane). Run at temperature 65 celsius, time 45 minute. The product is C(C)(C)(C)OCCOCCOC(=C(F)F)F (1-[2-(2-tert-butoxyethoxy)ethoxy]-1,2,2-trifluoroethene). The yield is 63.0%. RXN SMILES: [H-].[Na+].C(COC)OC.[C:9]([O:13][CH2:14][CH2:15][O:16][CH2:17][CH2:18][OH:19])([CH3:12])([CH3:11])[CH3:10].C(OCCOCCO[C:29]([F:33])=[C:30]([F:32])[F:31])C>CCCCC.C1OCCOCCOCCOCCOCCOC1>[C:9]([O:13][CH2:14][CH2:15][O:16][CH2:17][CH2:18][O:19][C:29]([F:33])=[C:30]([F:32])[F:31])([CH3:12])([CH3:11])[CH3:10] |f:0.1|. Procedure details: Bu-TFVE was prepared by mixing 2.66 g of NaH (0.111 mol) and 1 g of 18-crown-6 with 135 mL of glyme under inert atmosphere at 65° C. 15.0 g (0.092 mol) of 2-(2-t-butoxyethoxy)ethanol was slowly added to the flask and stirred at 65° C. 1 h. The alkoxide was transferred to the dry 300 mL Parr reactor, stirred and heated at 65° C. for 1 h after which TFE gas was added. The pressure was maintained at ˜50-60 PSI. A very slight exotherm (˜5° C.) was initially observed. After 45 minutes, stirring was s... Reactants: BrC(Br)(Br)Br, NC(=O)c1cc(CO)ccn1, ClCCl, c1ccc(P(c2ccccc2)c2ccccc2)cc1. The product is NC(=O)c1cc(CBr)ccn1. Reaction SMILES: [C:20]([Br:21])([Br:22])([Br:23])[Br:24].[C:25]([NH2:26])(=[O:27])[c:28]1[n:29][cH:30][cH:31][c:32]([CH2:34][OH:35])[cH:33]1.[CH2:36]([Cl:37])[Cl:38].[c:1]1([P:2]([c:3]2[cH:4][cH:5][cH:6][cH:7][cH:8]2)[c:9]2[cH:10][cH:11][cH:12][cH:13][cH:14]2)[cH:15][cH:16][cH:17][cH:18][cH:19]1>>[CH2:20]([Br:24])[c:32]1[cH:31][cH:30][n:29][c:28]([C:25]([NH2:26])=[O:27])[cH:33]1. The reactants are NCC(=O)O (Glycine), CI (methyl iodide), [OH-].[K+] (potassium hydroxide), C(=S)=S (carbon disulfide). Run in C(C)O (ethanol), O (water). Reaction conditions: time 3 hour. Yields the product C(=O)(O)CNC(SC)=S (methyl carboxymethyldithiocarbamate). As a reaction SMILES: [NH2:1][CH2:2][C:3]([OH:5])=[O:4].[OH-].[K+].[C:8](=[S:10])=[S:9].[CH3:11]I>C(O)C.O>[C:3]([CH2:2][NH:1][C:8](=[S:10])[S:9][CH3:11])([OH:5])=[O:4] |f:1.2|. Procedure details: Glycine (60 g., 0.8 mol.) was added to a cooled (5°-10°) solution of 89.6 g. (1.6 mol.) of potassium hydroxide in 200 ml. of water. After complete dissolution 60.8 g. (0.8 mol.) of carbon disulfide was added and the reaction mixture was stirred at 25° for three hours. A solution of 113.6 g. (0.8 mol.) of methyl iodide in 200 ml. of ethanol was added while maintaining the temperature at 25°-30°. The reaction mixture was stirred for two hours at 25°, then concentrated in vacuo and the remaining aq...